Task: describe an organic reaction: reactants, conditions, products, and yield. Dataset: the Open Reaction Database (ORD), a public repository of structured organic reaction records Reactants: FC1=C(C=CC(=C1)F)[C@@]1(O[C@H]1C)CN1N=CN=C1 ((2R,3S)-2-(2,4-Difluorophenyl)-3-methyl-2-(1H-1,2,4-triazol-1-yl)methyloxirane), N1(N=CN=C1)CC1=CC=C(C=C1)N1C(NN=C1)=O (4-[4-(1H-1,2,4-triazol-1-ylmethyl)phenyl]-3(2H,4H)-1,2,4-triazolone). Product: FC1=C(C=CC(=C1)F)[C@]([C@@H](C)N1N=CN(C1=O)C1=CC=C(C=C1)CN1N=CN=C1)(CN1N=CN=C1)O (2-[(1R,2R)-2-(2,4-difluorophenyl)-2-hydroxy-1-methyl-3-(1H-1,2,4-triazol-1-yl)propyl]-4-[4-(1H-1,2,4-triazol-1-ylmethyl)-phenyl]-3(2H,4H)-1,2,4-triazolone). As a reaction SMILES: [F:1][C:2]1[CH:7]=[C:6]([F:8])[CH:5]=[CH:4][C:3]=1[C@@:9]1([CH2:13][N:14]2[CH:18]=[N:17][CH:16]=[N:15]2)[C@H:11]([CH3:12])[O:10]1.[N:19]1([CH2:24][C:25]2[CH:30]=[CH:29][C:28]([N:31]3[CH:35]=[N:34][NH:33][C:32]3=[O:36])=[CH:27][CH:26]=2)[CH:23]=[N:22][CH:21]=[N:20]1>>[F:1][C:2]1[CH:7]=[C:6]([F:8])[CH:5]=[CH:4][C:3]=1[C@@:9]([OH:10])([CH2:13][N:14]1[CH:18]=[N:17][CH:16]=[N:15]1)[C@H:11]([N:33]1[C:32](=[O:36])[N:31]([C:28]2[CH:27]=[CH:26][C:25]([CH2:24][N:19]3[CH:23]=[N:22][CH:21]=[N:20]3)=[CH:30][CH:29]=2)[CH:35]=[N:34]1)[CH3:12]. Reported procedure: (2R,3S)-2-(2,4-Difluorophenyl)-3-methyl-2-(1H-1,2,4-triazol-1-yl)methyloxirane was reacted with 4-[4-(1H-1,2,4-triazol-1-ylmethyl)phenyl]-3(2H,4H)-1,2,4-triazolone in the same manner as in Working Example 11 to give 2-[(1R,2R)-2-(2,4-difluorophenyl)-2-hydroxy-1-methyl-3-(1H-1,2,4-triazol-1-yl)propyl]-4-[4-(1H-1,2,4-triazol-1-ylmethyl)-phenyl]-3(2H,4H)-1,2,4-triazolone (Compound 18). The reactants are Cl (hydrochloric acid), [H-].[Na+] (Sodium hydride), FC1=CC=C(C=C1)C=1C=NN(C1C=O)C (4-(4-fluorophenyl)-1-methyl-1H-pyrazole-5-carbaldehyde), C(C)OP(=O)(OCC)CC(=O)OCC (ethyl diethylphosphonoacetate). The solvent is CN(C=O)C (N,N-dimethylformamide). Conditions: time 15 minute. Product: FC1=CC=C(C=C1)C=1C=NN(C1/C=C/C(=O)O)C ((2E)-3-[4-(4-fluorophenyl)-1-methyl-1H-pyrazol-5-yl]acrylic acid). Isolated yield 78.5%. As a reaction SMILES: [H-].[Na+].[F:3][C:4]1[CH:9]=[CH:8][C:7]([C:10]2[CH:11]=[N:12][N:13]([CH3:17])[C:14]=2[CH:15]=O)=[CH:6][CH:5]=1.C(OP([CH2:26][C:27]([O:29]CC)=[O:28])(OCC)=O)C.Cl>CN(C)C=O>[F:3][C:4]1[CH:9]=[CH:8][C:7]([C:10]2[CH:11]=[N:12][N:13]([CH3:17])[C:14]=2/[CH:15]=[CH:26]/[C:27]([OH:29])=[O:28])=[CH:6][CH:5]=1 |f:0.1|. Procedure: Sodium hydride (60% in oil, 60 mg) was added to a mixture of 4-(4-fluorophenyl)-1-methyl-1H-pyrazole-5-carbaldehyde (168 mg), ethyl diethylphosphonoacetate (400 mg) and N,N-dimethylformamide (3 ml) at 0° C. and the mixture was stirred at room temperature for 15 min. The reaction mixture was poured into a 1N aqueous hydrochloric acid solution and the mixture was extracted with ethyl acetate. The ethyl acetate layer was concentrated and the residue was dissolved in a mixture of 6N hydrochloric aci... Reported procedure: To a solution of THF (50 mL) and DIPA (1.8 mL, 12.37 mmol) at −70° C. was added n-BuLi (7.7 mL, 12.4 mmol). The mixture was allowed to stir at 0° C. for 1 h. Slow addition of 6-bromo-2-chloroquinoline (3.0 g, 12.4 mmol) in THF (50 mL) was achieved at −75° C. and the mixture was stirred at this temperature for 2 h. Iodine (3.1 g, 12.4 mmol) in 10 ml of THF was then slowly added and the reaction mixture was allowed to stir at −75° C. for 2 h before hydrolysis by THF/water (20% v/v). Water and diet... Run in CCCCCC (hexane), C1CCOC1 (THF), C1CCOC1 (THF), C(C)OCC (diethyl ether), O (Water), C1CCOC1 (THF). Run at temperature 0 celsius, time 1 hour. As a reaction SMILES: [Li]CCCC.[Br:6][C:7]1[CH:8]=[C:9]2[C:14](=[CH:15][CH:16]=1)[N:13]=[C:12]([Cl:17])[CH:11]=[CH:10]2.[I:18]I.C1COCC1.O>C1COCC1.CCCCCC.C(OCC)C.O>[Br:6][C:7]1[CH:8]=[C:9]2[C:14](=[CH:15][CH:16]=1)[N:13]=[C:12]([Cl:17])[C:11]([I:18])=[CH:10]2 |f:3.4|. Product: BrC=1C=C2C=C(C(=NC2=CC1)Cl)I (6-bromo-2-chloro-3-iodoquinoline). Reactants: BrC=1C=C2C=CC(=NC2=CC1)Cl (6-bromo-2-chloroquinoline), II (Iodine), C1CCOC1.O (THF water), [Li]CCCC (n-BuLi).